Dataset: the Open Reaction Database (ORD), a public repository of structured organic reaction records. Task: describe an organic reaction: reactants, conditions, products, and yield Reactants: CO, C(=Cc1nc2ccccc2[nH]1)c1ccccc1, Cc1ccc(Cl)nc1, Cl, C(=Cc1nc2ccccc2n1-c1ccccn1)c1ccccc1. Yields the product Cc1ccc(-n2c(C=Cc3ccccc3)nc3ccccc32)nc1, Cl. RXN SMILES: [CH3:50][OH:51].[CH:1](=[CH:2][c:3]1[cH:4][cH:5][cH:6][cH:7][cH:8]1)[c:9]1[n:10][c:11]2[c:12]([nH:13]1)[cH:14][cH:15][cH:16][cH:17]2.[Cl:18][c:19]1[n:20][cH:21][c:22]([CH3:25])[cH:23][cH:24]1.[ClH:49].[n:26]1[cH:27][cH:28][cH:29][cH:30][c:31]1-[n:32]1[c:33]2[cH:34][cH:35][cH:36][cH:37][c:38]2[n:39][c:40]1[CH:41]=[CH:42][c:43]1[cH:44][cH:45][cH:46][cH:47][cH:48]1>>[CH:1](=[CH:2][c:3]1[cH:4][cH:5][cH:6][cH:7][cH:8]1)[c:9]1[n:10][c:11]2[c:12]([n:13]1-[c:19]1[n:20][cH:21][c:22]([CH3:25])[cH:23][cH:24]1)[cH:14][cH:15][cH:16][cH:17]2.[ClH:18]. Run in CS(=O)C (DMSO), [Cl-].[NH4+] (ammonium chloride). Reported procedure: To a solution of 3-(4-fluorophenyl)-imidazo[1,5-a]pyridine-8-carboxylic acid (6-bromopyridin-3-ylmethyl)-amide (133 mg, 0.313 mmol) in DMSO (2 mL) in a microwave tube is added sodium methanesulfinate (52.0 mg, 0.509 mmol), copper (II) trifluoromethanesulfonate (115 mg, 0.318 mmol) and N,N′-dimethylethylene diamine (0.100 mL, 0.939 mmol). The mixture is warmed at 110° C. for 35 minutes in a microwave reactor. The reaction is the diluted with saturated aqueous ammonium chloride (7 mL) and extracte... Product: CS(=O)(=O)C1=CC=C(C=N1)CNC(=O)C=1C=2N(C=CC1)C(=NC2)C2=CC=C(C=C2)F (3-(4-Fluorophenyl)-imidazo[1,5-a]pyridine-8-carboxylic acid (6-methanesulfonyl-pyridin-3-ylmethyl)-amide). As a reaction SMILES: Br[C:2]1[N:7]=[CH:6][C:5]([CH2:8][NH:9][C:10]([C:12]2[C:13]3[N:14]([C:18]([C:21]4[CH:26]=[CH:25][C:24]([F:27])=[CH:23][CH:22]=4)=[N:19][CH:20]=3)[CH:15]=[CH:16][CH:17]=2)=[O:11])=[CH:4][CH:3]=1.[CH3:28][S:29]([O-:31])=[O:30].[Na+].CNCCNC>CS(C)=O.[Cl-].[NH4+].FC(F)(F)S([O-])(=O)=O.[Cu+2].FC(F)(F)S([O-])(=O)=O>[CH3:28][S:29]([C:2]1[N:7]=[CH:6][C:5]([CH2:8][NH:9][C:10]([C:12]2[C:13]3[N:14]([C:18]([C:21]4[CH:26]=[CH:25][C:24]([F:27])=[CH:23][CH:22]=4)=[N:19][CH:20]=3)[CH:15]=[CH:16][CH:17]=2)=[O:11])=[CH:4][CH:3]=1)(=[O:31])=[O:30] |f:1.2,5.6,7.8.9|. Reagents/catalysts: FC(S(=O)(=O)[O-])(F)F.[Cu+2].FC(S(=O)(=O)[O-])(F)F (copper (II) trifluoromethanesulfonate). Reactants: BrC1=CC=C(C=N1)CNC(=O)C=1C=2N(C=CC1)C(=NC2)C2=CC=C(C=C2)F (3-(4-fluorophenyl)-imidazo[1,5-a]pyridine-8-carboxylic acid (6-bromopyridin-3-ylmethyl)-amide), CS(=O)[O-].[Na+] (sodium methanesulfinate), CNCCNC (N,N′-dimethylethylene diamine). Reaction conditions: temperature 110 celsius. Reactants: CCOC(C)=O, O=Cc1ccccc1F, O=[N+]([O-])c1ccc(O)c(CO)c1, O=C(O)c1ccccc1. The product is O=[N+]([O-])c1ccc2c(c1)COC(c1ccccc1F)O2. RXN SMILES: [CH3:31][CH2:32][O:33][C:34](=[O:35])[CH3:36].[F:13][c:14]1[c:15]([CH:16]=[O:17])[cH:18][cH:19][cH:20][cH:21]1.[OH:1][c:2]1[c:3]([CH2:4][OH:5])[cH:6][c:7]([N+:10](=[O:11])[O-:12])[cH:8][cH:9]1.[OH:22][C:23]([c:24]1[cH:25][cH:26][cH:27][cH:28][cH:29]1)=[O:30]>>[O:1]1[c:2]2[c:3]([cH:6][c:7]([N+:10](=[O:11])[O-:12])[cH:8][cH:9]2)[CH2:4][O:5][CH:16]1[c:15]1[c:14]([F:13])[cH:21][cH:20][cH:19][cH:18]1. Yields the product Nc1ccc(C(=O)NC2CC2)cc1. The reactants are CC(C)(C)OC(=O)Nc1ccc(C(=O)NC2CC2)cc1, O=C(O)C(F)(F)F. RXN SMILES: [CH:1]1([NH:4][C:5](=[O:6])[c:7]2[cH:8][cH:9][c:10]([NH:13][C:14](=[O:15])[O:16][C:17]([CH3:18])([CH3:19])[CH3:20])[cH:11][cH:12]2)[CH2:2][CH2:3]1.[F:21][C:22]([F:23])([F:24])[C:25]([OH:26])=[O:27]>>[CH:1]1([NH:4][C:5](=[O:6])[c:7]2[cH:8][cH:9][c:10]([NH2:13])[cH:11][cH:12]2)[CH2:2][CH2:3]1. The reactants are C1(CC1)C1(CC2=C(OC3=NC=CC=C31)C=CC=C2)O (5-Cyclopropyl-5,11-dihydro[1]benzoxepino[2,3-b]pyridin-5-ol), Br (hydrobromic acid), C(C)(=O)O (acetic acid). Solvent: O (water). Run at temperature 60 celsius. Product: BrCCC=C1CC2=C(OC3=NC=CC=C31)C=CC=C2 (5-(3-Bromopropylidene)-5,11-dihydro[1]benzoxepino[2,3-b]pyridine). As a reaction SMILES: [CH:1]1([C:4]2(O)[C:14]3[C:9](=[N:10][CH:11]=[CH:12][CH:13]=3)[O:8][C:7]3[CH:15]=[CH:16][CH:17]=[CH:18][C:6]=3[CH2:5]2)[CH2:3][CH2:2]1.C(O)(=O)C.[BrH:24]>O>[Br:24][CH2:3][CH2:2][CH:1]=[C:4]1[C:14]2[C:9](=[N:10][CH:11]=[CH:12][CH:13]=2)[O:8][C:7]2[CH:15]=[CH:16][CH:17]=[CH:18][C:6]=2[CH2:5]1. Procedure: To a 2 L eggplant flask with a magnetic stirring bar was added 75.0 g. of 5-Cyclopropyl-5,11-dihydro[1]benzoxepino[2,3-b]pyridin-5-ol (0.30 mole) and 75 mL of acetic acid. The solution was cooled with water (ca. 10° C.), 120 ml of 47% aqueous hydrobromic acid was added over a period of 5 minutes. The reaction mixture was warmed to 60° C., stirred for an hour, and evaporated (aspirator vacuum, ca. 50° C.) to ca. 200 mL. The reaction mixture was poured to 1500 mL of saturated aqueous sodium bicarb... The reactants are C(C)(C)(C)OC(=O)C(C(=O)OCC)C(C1=CC=C(C=C1)C(F)(F)F)O (ethyl 2-(tert-butoxycarbonyl)-3-hydroxy-3-(4-(trifluoromethyl)phenyl)propanoate), CN(C)C=O (DMF), COCCl (chloromethyl methyl ether), C(C)(C)N(C(C)C)CC (N,N-diisopropylethylamine). Reagents/catalysts: [I-].C(CCC)[N+](CCCC)(CCCC)CCCC (tetra-n-butylammonium iodide). The solvent is ClCCCl (1,2-dichloroethane). Run at temperature 45 celsius, time 8 hour. Yields the product C(C)(C)(C)OC(=O)C(C(=O)OCC)C(C1=CC=C(C=C1)C(F)(F)F)OCOC (Ethyl 2-(tert-butoxycarbonyl)-3-(methoxymethoxy)-3-(4-(trifluoromethyl)phenyl)propanoate). Reaction SMILES: [C:1]([O:5][C:6]([CH:8]([CH:14]([OH:25])[C:15]1[CH:20]=[CH:19][C:18]([C:21]([F:24])([F:23])[F:22])=[CH:17][CH:16]=1)[C:9]([O:11][CH2:12][CH3:13])=[O:10])=[O:7])([CH3:4])([CH3:3])[CH3:2].CN(C=O)C.[CH3:31][O:32][CH2:33]Cl.C(N(CC)C(C)C)(C)C>ClCCCl.[I-].C([N+](CCCC)(CCCC)CCCC)CCC>[C:1]([O:5][C:6]([CH:8]([CH:14]([O:25][CH2:31][O:32][CH3:33])[C:15]1[CH:16]=[CH:17][C:18]([C:21]([F:23])([F:24])[F:22])=[CH:19][CH:20]=1)[C:9]([O:11][CH2:12][CH3:13])=[O:10])=[O:7])([CH3:2])([CH3:3])[CH3:4] |f:5.6|. Reported procedure: To a solution of ethyl 2-(tert-butoxycarbonyl)-3-hydroxy-3-(4-(trifluoromethyl)phenyl)propanoate (9.25 g, 24.5 mmol) in DMF (3.78 mL, 49.0 mmol) and 1,2-dichloroethane (20 mL) was added tetra-n-butylammonium iodide (9.51 g, 25.7 mmol), chloromethyl methyl ether (5.59 mL, 73.5 mmol) and N,N-diisopropylethylamine (12.8 mL, 73.5 mmol). The mixture was gradually heated to 45° C. and stirred overnight. The crude product was concentrated in vacuo, diluted with CH2Cl2 and washed three times with water.... Starting materials: COCCOC, Clc1cc(Cl)ncn1, O, OB(O)c1ccc(F)cc1. Product: Fc1ccc(-c2cc(Cl)ncn2)cc1. As a reaction SMILES: [CH3:11][O:12][CH2:13][CH2:14][O:15][CH3:16].[Cl:17][c:18]1[n:19][cH:20][n:21][c:22]([Cl:24])[cH:23]1.[OH2:25].[OH:1][B:2]([OH:3])[c:4]1[cH:5][cH:6][c:7]([F:8])[cH:9][cH:10]1>>[c:4]1(-[c:22]2[n:21][cH:20][n:19][c:18]([Cl:17])[cH:23]2)[cH:5][cH:6][c:7]([F:8])[cH:9][cH:10]1.